This data is from the Open Reaction Database (ORD), a public repository of structured organic reaction records. The task is: describe an organic reaction: reactants, conditions, products, and yield Starting materials: C(C)OCC (diethyl ether), ClC=1C=C(C=CC1)C#CC1=NC(=CC=C1N)C ((2-(3-chloro-phenylethynyl)-6-methyl-pyridin-3-yl)amine). Product: Cl.ClC=1C=C(C=CC1)C#CC1=NC(=CC=C1N)C ((2-(3-Chloro-phenylethynyl)-6-methyl-pyridin-3-yl)amine hydrochloride), ClC=1C=C(C=CC1)C#CC1=NC(=CC=C1N)C ((2-(3-chloro-phenylethynyl)-6-methyl-pyridin-3-yl)amine). RXN SMILES: C(OCC)C.[Cl:6][C:7]1[CH:8]=[C:9]([C:13]#[C:14][C:15]2[C:20]([NH2:21])=[CH:19][CH:18]=[C:17]([CH3:22])[N:16]=2)[CH:10]=[CH:11][CH:12]=1>>[ClH:6].[Cl:6][C:7]1[CH:8]=[C:9]([C:13]#[C:14][C:15]2[C:20]([NH2:21])=[CH:19][CH:18]=[C:17]([CH3:22])[N:16]=2)[CH:10]=[CH:11][CH:12]=1.[Cl:6][C:7]1[CH:8]=[C:9]([C:13]#[C:14][C:15]2[C:20]([NH2:21])=[CH:19][CH:18]=[C:17]([CH3:22])[N:16]=2)[CH:10]=[CH:11][CH:12]=1 |f:2.3|. Procedure details: The hydrochloride of (2-(3-chloro-phenylethynyl)-6-methyl-pyridin-3-yl)amine was prepared as described in Example 1 to yield after trituration with diethyl ether 51 mg (0.16 mmol, 73%) of the title hydrochloride as a yellow powder. Reactants: C([O-])(O)=O.[Na+] (sodium bicarbonate), [Na] (Sodium), O1CC12CCN(CC2)C(=O)OC(C)(C)C (tert-butyl 1-oxa-6-azaspiro[2.5]octane-6-carboxylate), O.C1(=CC=C(C=C1)S(=O)(=O)O)C (p-toluenesulfonic acid hydrate). Solvent: CO (MeOH). Run at temperature 0 celsius, time 10 minute. Yields the product OC1(CCN(CC1)C(=O)OC(C)(C)C)CS (tert-butyl 4-hydroxy-4-(mercaptomethyl)piperidine-1-carboxylate). Reaction SMILES: [Na].O.C1(C)C=CC([S:9](O)(=O)=O)=CC=1.[O:14]1[C:16]2([CH2:21][CH2:20][N:19]([C:22]([O:24][C:25]([CH3:28])([CH3:27])[CH3:26])=[O:23])[CH2:18][CH2:17]2)[CH2:15]1.C(=O)(O)[O-].[Na+]>CO>[OH:14][C:16]1([CH2:15][SH:9])[CH2:21][CH2:20][N:19]([C:22]([O:24][C:25]([CH3:28])([CH3:27])[CH3:26])=[O:23])[CH2:18][CH2:17]1 |f:1.2,4.5,^1:0|. Procedure details: Sodium sufide nonahydrate (60 g, 0.25 mol) was dissolved in MeOH (1.25 L), and the resulting solution was degassed by applying vacuumn and filling nitrogen three times. The solution was then cooled to 0° C. with an ice-water bath. To the above solution was added p-toluenesulfonic acid hydrate (76 g, 0.4 mol) and the resulting mixture was stirred at 0° C. for 10 min A yellowish colored solution was formed. The tert-butyl 1-oxa-6-azaspiro[2.5]octane-6-carboxylate (21.2 g, 0.1 mol) was added to the... Reactants: CCOC(C)=O, CCCCCC, O=C(OO)c1cccc(Cl)c1, ClCCl, CSc1nnc(-c2ccccc2F)n1C. Yields the product Cn1c(-c2ccccc2F)nnc1S(C)=O. As a reaction SMILES: [CH3:27][CH2:28][O:29][C:30]([CH3:31])=[O:32].[CH3:33][CH2:34][CH2:35][CH2:36][CH2:37][CH3:38].[Cl:16][c:17]1[cH:18][c:19]([C:24](=[O:21])[O:25][OH:26])[cH:20][cH:22][cH:23]1.[Cl:39][CH2:40][Cl:41].[F:1][c:2]1[c:3](-[c:8]2[n:9][n:10][c:11]([S:14][CH3:15])[n:12]2[CH3:13])[cH:4][cH:5][cH:6][cH:7]1>>[F:1][c:2]1[c:3](-[c:8]2[n:9][n:10][c:11]([S:14]([CH3:15])=[O:21])[n:12]2[CH3:13])[cH:4][cH:5][cH:6][cH:7]1. Starting materials: solution, [Li]C(C)(C)C (t-BuLi), CCCCC (pentane), R-(+)-propylene oxide, BrC1=C(C=CC(=C1)F)OC (2-bromo-4-fluoro-1-methoxybenzene), C1CCOC1 (THF). Run at temperature -78 celsius, time 10 minute. Product: FC=1C=CC(=C(C1)C[C@@H](C)O)OC ((2R)-1-(5-fluoro-2-methoxyphenyl)propan-2-ol). Isolated yield 30.0%. Reaction SMILES: Br[C:2]1[CH:7]=[C:6]([F:8])[CH:5]=[CH:4][C:3]=1[O:9][CH3:10].[Li][C:12]([CH3:15])(C)[CH3:13].CCCCC.C1C[O:24]CC1>>[F:8][C:6]1[CH:5]=[CH:4][C:3]([O:9][CH3:10])=[C:2]([CH2:13][C@H:12]([OH:24])[CH3:15])[CH:7]=1. Reported procedure: A solution of 2-bromo-4-fluoro-1-methoxybenzene (2.0 g, 9.75 mmol) in 20 mL of anhydrous THF was cooled to −78° C. Then 1.7M solution of t-BuLi in pentane (13.0 mL, 22.1 mmol) was added dropwise. The mixture was stirred at −78° C. for 10 min, then R-(+)-propylene oxide (670 mg, 11.55 mmol) was added and the mixture was allowed to warm to 0° C. overnight. The mixture was quenched with 2 mL of sat. NH4Cl and then conc. HCl was added dropwise to pH 8. The mixture was extracted with EtOAc (2×20 mL),... Starting materials: COC(=O)N(Cc1cc(I)cc(C(F)(F)F)c1)Cc1cc(C(F)(F)F)ccc1-c1cc(C(C)C)ccc1OC, N#C[Cu], N, CN(C)C=O. Product: COC(=O)N(Cc1cc(C#N)cc(C(F)(F)F)c1)Cc1cc(C(F)(F)F)ccc1-c1cc(C(C)C)ccc1OC. RXN SMILES: [CH3:1][O:2][C:3]([N:4]([CH2:5][c:6]1[c:7](-[c:16]2[c:17]([O:25][CH3:26])[cH:18][cH:19][c:20]([CH:22]([CH3:23])[CH3:24])[cH:21]2)[cH:8][cH:9][c:10]([C:12]([F:13])([F:14])[F:15])[cH:11]1)[CH2:27][c:28]1[cH:29][c:30]([I:38])[cH:31][c:32]([C:34]([F:35])([F:36])[F:37])[cH:33]1)=[O:39].[Cu:40][C:41]#[N:42].[NH3:43].[O:44]=[CH:45][N:46]([CH3:47])[CH3:48]>>[CH3:1][O:2][C:3]([N:4]([CH2:5][c:6]1[c:7](-[c:16]2[c:17]([O:25][CH3:26])[cH:18][cH:19][c:20]([CH:22]([CH3:23])[CH3:24])[cH:21]2)[cH:8][cH:9][c:10]([C:12]([F:13])([F:14])[F:15])[cH:11]1)[CH2:27][c:28]1[cH:29][c:30]([C:41]#[N:42])[cH:31][c:32]([C:34]([F:35])([F:36])[F:37])[cH:33]1)=[O:39]. The reactants are C(#N)C1=CC(=C(C=C1)C=1C=NN(C1O)C1=NC=C(C(=O)O)C=C1)C (6-(4-(4-cyano-2-methylphenyl)-5-hydroxy-1H-pyrazol-1-yl)nicotinic acid), COCCC1(CC1)N (1-(2-methoxyethyl)cyclopropanamine). Yields the product C(#N)C1=CC(=C(C=C1)C=1C=NN(C1O)C1=NC=C(C(=O)NC2(CC2)CCOC)C=C1)C (6-(4-(4-cyano-2-methylphenyl)-5-hydroxy-1H-pyrazol-1-yl)-N-(1-(2-methoxyethyl)cyclopropyl)nicotinamide). Reaction SMILES: [C:1]([C:3]1[CH:8]=[CH:7][C:6]([C:9]2[CH:10]=[N:11][N:12]([C:15]3[CH:23]=[CH:22][C:18]([C:19]([OH:21])=O)=[CH:17][N:16]=3)[C:13]=2[OH:14])=[C:5]([CH3:24])[CH:4]=1)#[N:2].[CH3:25][O:26][CH2:27][CH2:28][C:29]1([NH2:32])[CH2:31][CH2:30]1>>[C:1]([C:3]1[CH:8]=[CH:7][C:6]([C:9]2[CH:10]=[N:11][N:12]([C:15]3[CH:23]=[CH:22][C:18]([C:19]([NH:32][C:29]4([CH2:28][CH2:27][O:26][CH3:25])[CH2:31][CH2:30]4)=[O:21])=[CH:17][N:16]=3)[C:13]=2[OH:14])=[C:5]([CH3:24])[CH:4]=1)#[N:2]. Procedure: The title compound was prepared in a manner similar to Example 200 using 6-(4-(4-cyano-2-methylphenyl)-5-hydroxy-1H-pyrazol-1-yl)nicotinic acid and 1-(2-methoxyethyl)cyclopropanamine. 1H NMR (400 MHz, DMSO-d6) δ ppm 0.65-0.73 (m, 2H) 0.72-0.80 (m, 2H) 1.86 (t, J=7.1 Hz, 2H) 2.43 (s, 3H) 3.21 (s, 3H) 3.46 (t, J=6.9 Hz, 2H) 7.64 (dd, J=8.1, 1.5 Hz, 1H) 7.71 (s, 1H) 7.80 (d, J=8.1 Hz, 1H) 8.14 (s, 1H) 8.38 (br. s., 2H) 8.83 (s, 1H) 8.87 (t, J=1.5 Hz, 1H) 13.17 (br. s., 1H). MS m/z 418 [M+H]+. Starting materials: CCCC(=O)Cl, CC(C)C(N)C(=O)[O-], [Na+]. Yields the product CCCC(=O)OC(=O)C(N)C(C)C. RXN SMILES: [C:1]([CH2:2][CH2:3][CH3:4])(=[O:5])[Cl:6].[NH2:7][CH:8]([C:9](=[O:10])[O-:11])[CH:12]([CH3:13])[CH3:14].[Na+:15]>>[C:1]([CH2:2][CH2:3][CH3:4])(=[O:5])[O:10][C:9]([CH:8]([NH2:7])[CH:12]([CH3:13])[CH3:14])=[O:11]. Starting materials: N1N=CC=CC2=C1C=CC=C2 (benzodiazepine), C(C=C)C(C(C(=O)N)CC=C)C(=O)N (diallylsuccinamide), CCN(C(C)C)C(C)C (DIPEA). Run in CN(C)C=O (DMF). The product is N1N=C(C=CC2=C1C=CC=C2)C(CC(=O)N)C(=O)N (Benzodiazepinesuccinamide). As a reaction SMILES: [NH:1]1[C:7]2[CH:8]=[CH:9][CH:10]=[CH:11][C:6]=2[CH:5]=[CH:4][CH:3]=[N:2]1.C([CH:15]([C:23]([NH2:25])=[O:24])[CH:16](CC=C)[C:17]([NH2:19])=[O:18])C=C.CCN(C(C)C)C(C)C>CN(C=O)C>[NH:1]1[C:7]2[CH:8]=[CH:9][CH:10]=[CH:11][C:6]=2[CH:5]=[CH:4][C:3]([CH:15]([C:23]([NH2:25])=[O:24])[CH2:16][C:17]([NH2:19])=[O:18])=[N:2]1. Procedure details: Following the procedures described for the synthesis of 11, diallylsuccinamide intermediate 16 was prepared from 14 in reasonable yield. 14 (2.59, 5.9 mmol), p-chloro-BZD (2.34 g, 6.2 mmol) and DIPEA (1 ml, 5.8 mmol) in 30 ml DMF was heated to 40-50 degree overnight. The reactants are CSc1nc(C)c2cc(Br)c(=O)[nH]c2n1, [H-], CC(C)I, [Na+], CN(C)C=O. Yields the product CSc1nc(C)c2cc(Br)c(=O)n(C(C)C)c2n1. RXN SMILES: [Br:3][c:4]1[cH:5][c:6]2[c:7]([n:8][c:9]([S:13][CH3:14])[n:10][c:11]2[CH3:12])[nH:15][c:16]1=[O:17].[H-:2].[I:18][CH:19]([CH3:20])[CH3:21].[Na+:1].[O:22]=[CH:23][N:24]([CH3:25])[CH3:26]>>[Br:3][c:4]1[cH:5][c:6]2[c:7]([n:8][c:9]([S:13][CH3:14])[n:10][c:11]2[CH3:12])[n:15]([CH:19]([CH3:20])[CH3:21])[c:16]1=[O:17].